Task: describe an organic reaction: reactants, conditions, products, and yield. Dataset: the Open Reaction Database (ORD), a public repository of structured organic reaction records Reactants: ClC=1C=C(C=CC1)C1=NN2C(N=C(C(=C2C(C)C)C(C(=O)OC)=O)C)=C1 (methyl 2-(2-(3-chlorophenyl)-7-isopropyl-5-methylpyrazolo[1,5-a]pyrimidin-6-yl)-2-oxoacetate), CB1OC([C@@H]2N1CCC2)(C2=CC=CC=C2)C2=CC=CC=C2.C1(=CC=CC=C1)C ((R)-1-methyl-3,3-diphenylhexahydropyrrolo[1,2-c][1,3,2]oxazaborole toluene), C1CCOC1 (THF). Run in CCOC(=O)C (EtOAc), C(=O)([O-])[O-].[Na+].[Na+] (Na2CO3), C1(=CC=CC=C1)C (toluene). Conditions: temperature -35 celsius, time 30 minute. The product is ClC=1C=C(C=CC1)C1=NN2C(N=C(C(=C2C(C)C)[C@@H](C(=O)OC)O)C)=C1 ((S)-methyl 2-(2-(3-chlorophenyl)-7-isopropyl-5-methylpyrazolo[1,5-a]pyrimidin-6-yl)-2-hydroxyacetate). The yield is 66.8%. Reaction SMILES: [Cl:1][C:2]1[CH:3]=[C:4]([C:8]2[CH:26]=[C:11]3[N:12]=[C:13]([CH3:25])[C:14]([C:19](=[O:24])[C:20]([O:22][CH3:23])=[O:21])=[C:15]([CH:16]([CH3:18])[CH3:17])[N:10]3[N:9]=2)[CH:5]=[CH:6][CH:7]=1.CB1N2CCC[C@@H]2C(C2C=CC=CC=2)(C2C=CC=CC=2)O1.C1(C)C=CC=CC=1.C1COCC1>C1(C)C=CC=CC=1.CCOC(C)=O.C([O-])([O-])=O.[Na+].[Na+]>[Cl:1][C:2]1[CH:3]=[C:4]([C:8]2[CH:26]=[C:11]3[N:12]=[C:13]([CH3:25])[C:14]([C@H:19]([OH:24])[C:20]([O:22][CH3:23])=[O:21])=[C:15]([CH:16]([CH3:18])[CH3:17])[N:10]3[N:9]=2)[CH:5]=[CH:6][CH:7]=1 |f:1.2,6.7.8|. Procedure: To a stirred yellow solution of methyl 2-(2-(3-chlorophenyl)-7-isopropyl-5-methylpyrazolo[1,5-a]pyrimidin-6-yl)-2-oxoacetate (0.103 g, 0.277 mmol) in anhydrous toluene (5 mL) was added 1.1M (R)-1-methyl-3,3-diphenylhexahydropyrrolo[1,2-c][1,3,2]oxazaborole/toluene (0.101 ml, 0.111 mmol). The mixture was cooled to −35° C. and a solution of 1M catechoborane/THF (0.388 ml, 0.388 mmol) was added over 10 min. After 30 min, the reaction mixture was slowly warmed to −15 C and diluted with EtOAc (5 mL) ... Reactants: N1=CNC2=C1C=CC(=C2)C(=O)O (benzimidazole-5-carboxylic acid), C(C1=CC=CC=C1)N (benzylamine). The product is C(C1=CC=CC=C1)NC(=O)C1=CC2=C(NC=N2)C=C1 (N-Benzyl-1H-benzimidazole-5-carboxamide). The yield is 66.0%. RXN SMILES: [N:1]1[C:5]2[CH:6]=[CH:7][C:8]([C:10]([OH:12])=O)=[CH:9][C:4]=2[NH:3][CH:2]=1.[CH2:13]([NH2:20])[C:14]1[CH:19]=[CH:18][CH:17]=[CH:16][CH:15]=1>>[CH2:13]([NH:20][C:10]([C:8]1[CH:7]=[CH:6][C:5]2[NH:1][CH:2]=[N:3][C:4]=2[CH:9]=1)=[O:12])[C:14]1[CH:19]=[CH:18][CH:17]=[CH:16][CH:15]=1. Procedure details: In a procedure analogous to example 20, reaction of benzimidazole-5-carboxylic acid (400 mg, 2.50 mmol) and benzylamine furnished the product (410 mg, 66%). Starting materials: C(C)(C)(C)OC(=O)N1CCC=2C(=NNC2CC1)C1=CC=C(C=C1)Cl (3-(4-chloro-phenyl)-4,5,7,8-tetrahydro-1H-1,2,6-triaza-azulene-6-carboxylic acid tert-butyl ester), C(C(C)C)Br (isobutyl bromide), C(C)(C)(C)OC(=O)N1CCC2=C(N(N=C2CC1)CC(C)C)C1=CC=C(C=C1)Cl (3-(4-chloro-phenyl)-2-isobutyl-4,5,7,8-tetrahydro-2H-1,2,6-triaza-azulene-6-carboxylic acid tert-butyl ester). Product: ClC1=CC=C(C=C1)C1=NN(C=2CCNCCC12)CC(C)C (3-(4-Chloro-phenyl)-1-isobutyl-1,4,5,6,7,8-hexahydro-1,2,6-triaza-azulene). Yield: 51.0%. As a reaction SMILES: C(OC([N:8]1[CH2:17][CH2:16][C:15]2[NH:14][N:13]=[C:12]([C:18]3[CH:23]=[CH:22][C:21]([Cl:24])=[CH:20][CH:19]=3)[C:11]=2[CH2:10][CH2:9]1)=O)(C)(C)C.[CH2:25](Br)[CH:26]([CH3:28])[CH3:27].C(OC(N1CCC2C(=C(C3C=CC(Cl)=CC=3)N(CC(C)C)N=2)CC1)=O)(C)(C)C>>[Cl:24][C:21]1[CH:20]=[CH:19][C:18]([C:12]2[C:11]3[CH2:10][CH2:9][NH:8][CH2:17][CH2:16][C:15]=3[N:14]([CH2:25][CH:26]([CH3:28])[CH3:27])[N:13]=2)=[CH:23][CH:22]=1. Reported procedure: The title compound (0.031 g) was prepared from 3-(4-chloro-phenyl)-4,5,7,8-tetrahydro-1H-1,2,6-triaza-azulene-6-carboxylic acid tert-butyl ester (Example 103, Step B; 0.2 mmol) using isobutyl bromide (0.3 mmol) in place of 2-chloromethyl-thiophene. The reaction sequence also yielded 3-(4-chloro-phenyl)-2-isobutyl-4,5,7,8-tetrahydro-2H-1,2,6-triaza-azulene-6-carboxylic acid tert-butyl ester from the alkylation step. MS (ESI): exact mass calculated for C17H22ClN3, 303.15. found, m/z 304.1 [M+H]+. ... The reactants are O (water), ClCCCC1C(C2=C(C(=C(C=C2C1)OC)Cl)Cl)=O (2-(3-Chloropropyl)-6,7-dichloro-2,3-dihydro-5-methoxy-1H-inden-1-one), C(=C)C(=O)C (methyl vinyl ketone), N12CCCN=C2CCC1 (1,5-diazabicyclo[4.3.0]non-5-ene). The solvent is O1CCCC1 (tetrahydrofuran). Yields the product ClCCCC1(C(C2=C(C(=C(C=C2C1)OC)Cl)Cl)=O)CCC(C)=O (2-(3-chloropropyl)-6,7-dichloro-2,3-dihydro-5-methoxy-2-(3-oxobutyl)-1H-inden-1-one). RXN SMILES: [Cl:1][CH2:2][CH2:3][CH2:4][CH:5]1[CH2:13][C:12]2[C:7](=[C:8]([Cl:17])[C:9]([Cl:16])=[C:10]([O:14][CH3:15])[CH:11]=2)[C:6]1=[O:18].N12CCCC1=NCCC2.[CH:28]([C:30]([CH3:32])=[O:31])=[CH2:29].O>O1CCCC1>[Cl:1][CH2:2][CH2:3][CH2:4][C:5]1([CH2:29][CH2:28][C:30](=[O:31])[CH3:32])[CH2:13][C:12]2[C:7](=[C:8]([Cl:17])[C:9]([Cl:16])=[C:10]([O:14][CH3:15])[CH:11]=2)[C:6]1=[O:18]. Reported procedure: 2-(3-Chloropropyl)-6,7-dichloro-2,3-dihydro-5-methoxy-1H-inden-1-one (59 g, 0.20 mole) was dissolved in tetrahydrofuran (50 ml) and 1,5-diazabicyclo[4.3.0]non-5-ene (DBN) (3 ml) added. The mixture was stirred and methyl vinyl ketone (28.3 g, 0.404 mole) added dropwise over 30 minutes. The temperature rose from 22° C. to 35° C. over the addition period. The mixture was stirred for an additional hour at ambient temperature, then poured into cold water. The solid that separated was removed by filtr... Starting materials: C(C)(C)(C)C1=CC=C(C=C1)SC(C)(C)C (tert-butyl 4-(tert-butyl)phenyl sulfide), C1(=CC=CC=C1)S (thiophenol). Conditions: temperature 90 celsius, time 4 hour. Yields the product C(C)(C)(C)C1=CC=C(C=C1)S (p-(tert-butyl)thiophenol). The yield is 129.6%. Reaction SMILES: [C:1]([C:5]1[CH:10]=[CH:9][C:8]([S:11]C(C)(C)C)=[CH:7][CH:6]=1)([CH3:4])([CH3:3])[CH3:2].C1(S)C=CC=CC=1>>[C:1]([C:5]1[CH:6]=[CH:7][C:8]([SH:11])=[CH:9][CH:10]=1)([CH3:4])([CH3:2])[CH3:3]. Reported procedure: A mixture of 1285 grams (5.8 moles) of tert-butyl 4-(tert-butyl)phenyl sulfide (from replicates of EXAMPLE III) 1040 grams (9.5 moles) of thiophenol, and 350 grams of boron trifluoride-phosphoric acid complex was heated slowly to 90° C. The reaction mixture was stirred at 90° C. for four hours, cooled to 25° C., the organic layer was separated from the lower catalyst layer and added to 500 ml of toluene. This toluene solution was washed five times with 1000-ml portions of water, dried with magne... Starting materials: C1(=CC=CC=C1)C/C(/SC1=CC=CC=C1)=N/NC(=O)OC ((Z)-[2-phenyl-1-(phenylthio)ethylidene]hydrazinecarboxylic acid, methyl ester), S(=O)(Cl)Cl (thionyl chloride). Run in ClCCl (dichloromethane). Product: C1(=CC=CC=C1)C1=C(N=NS1)SC1=CC=CC=C1 (5-Phenyl-4-(phenylthio)-1,2,3-thiadiazole). RXN SMILES: [C:1]1([CH2:7]/[C:8](=[N:16]/[NH:17]C(OC)=O)/[S:9][C:10]2[CH:15]=[CH:14][CH:13]=[CH:12][CH:11]=2)[CH:6]=[CH:5][CH:4]=[CH:3][CH:2]=1.[S:22](Cl)(Cl)=O>ClCCl>[C:1]1([C:7]2[S:22][N:17]=[N:16][C:8]=2[S:9][C:10]2[CH:15]=[CH:14][CH:13]=[CH:12][CH:11]=2)[CH:6]=[CH:5][CH:4]=[CH:3][CH:2]=1. Procedure details: A solution of (Z)-[2-phenyl-1-(phenylthio)ethylidene]hydrazinecarboxylic acid, methyl ester in 450 ml of dry dichloromethane was treated with 29.7 g of thionyl chloride. This mixture ws refluxed for one hour, then poured into chipped ice and extracted three times with ether. The extracts were combined, washed with 0.1N sodium hydroxide twice, water and saturated sodium chloride and dried. This material was evaporated onto 100 g of silica gel which was then poured onto a column of silica gel pack... Reactants: ClC1=CC=C(C=C1)N1C(OC(C1C(C)C)=O)=O (3-(4-chlorophenyl)-4-isopropyloxazolidine-2,5-dione), C(C1=CC=CC=C1)C1=C(NC=C1)CO (3-benzylpyrrolylmethyl alcohol). Reagents/catalysts: CN(C1=CC=NC=C1)C (4-dimethylaminopyridine). The solvent is O1CCCC1 (tetrahydrofuran), O1CCCC1 (tetrahydrofuran). Conditions: time 20 hour. Product: ClC1=CC=C(C=C1)NC(C(=O)OCC=1NC=CC1CC1=CC=CC=C1)C(C)C (3-benzylpyrrolylmethyl 2-(4-chlorophenylamino)-3-methylbutanoate). RXN SMILES: [Cl:1][C:2]1[CH:7]=[CH:6][C:5]([N:8]2[CH:12]([CH:13]([CH3:15])[CH3:14])[C:11](=[O:16])[O:10][C:9]2=O)=[CH:4][CH:3]=1.[CH2:18]([C:25]1[CH:29]=[CH:28][NH:27][C:26]=1CO)[C:19]1[CH:24]=[CH:23][CH:22]=[CH:21][CH:20]=1>CN(C)C1C=CN=CC=1.O1CCCC1>[Cl:1][C:2]1[CH:7]=[CH:6][C:5]([NH:8][CH:12]([CH:13]([CH3:15])[CH3:14])[C:11]([O:10][CH2:9][C:26]2[NH:27][CH:28]=[CH:29][C:25]=2[CH2:18][C:19]2[CH:20]=[CH:21][CH:22]=[CH:23][CH:24]=2)=[O:16])=[CH:4][CH:3]=1. Procedure: To a solution of 3-(4-chlorophenyl)-4-isopropyloxazolidine-2,5-dione (336 mg, 1.32 mmol) and 4-dimethylaminopyridine in 5 ml of dry tetrahydrofuran is added a solution of 3-benzylpyrrolylmethyl alcohol (1.26 mmol) in 3 ml of dry tetrahydrofuran. The reaction mixture is stirred for about 20 hours, under dry air, and then diluted with ether followed by washing with saturated aqueous sodium bicarbonate, water and saturated aqueous sodium chloride. After drying over calcium sulfate, solvent is evapo... The reactants are O=C(Cl)C(=O)Cl, CS(C)=O, CC(NC(=O)OC(C)(C)C)C(=O)NC(C(=O)N1CCCC1C(O)c1ccccn1)C(C)C. Yields the product CC(NC(=O)OC(C)(C)C)C(=O)NC(C(=O)N1CCCC1C(=O)c1ccccn1)C(C)C. As a reaction SMILES: [C:33]([Cl:34])(=[O:35])[C:36]([Cl:37])=[O:38].[CH3:39][S:40]([CH3:41])=[O:42].[n:1]1[c:2]([CH:7]([CH:8]2[N:9]([C:13]([CH:14]([NH:15][C:16]([CH:17]([NH:18][C:19](=[O:20])[O:21][C:22]([CH3:23])([CH3:24])[CH3:25])[CH3:26])=[O:27])[CH:28]([CH3:29])[CH3:30])=[O:31])[CH2:10][CH2:11][CH2:12]2)[OH:32])[cH:3][cH:4][cH:5][cH:6]1>>[n:1]1[c:2]([C:7]([CH:8]2[N:9]([C:13]([CH:14]([NH:15][C:16]([CH:17]([NH:18][C:19](=[O:20])[O:21][C:22]([CH3:23])([CH3:24])[CH3:25])[CH3:26])=[O:27])[CH:28]([CH3:29])[CH3:30])=[O:31])[CH2:10][CH2:11][CH2:12]2)=[O:32])[cH:3][cH:4][cH:5][cH:6]1. Reactants: O (Water), [H-].[Na+] (Sodium hydride), N1C=C(C2=CC=CC=C12)C(=O)O (1H-indole-3-carboxylic acid), ClCOC(C(C)(C)C)=O (Chloromethyl2,2-dimethylpropionate). The solvent is CN(C=O)C (N,N-dimethylformamide). Run at time 30 minute. Yields the product CC(C(=O)OCN1C=C(C2=CC=CC=C12)C(=O)O)(C)C (1-(2,2-Dimethylpropionyloxymethyl)-1H-indole-3-carboxylic acid). Isolated yield 79.2%. As a reaction SMILES: [H-].[Na+].[NH:3]1[C:11]2[C:6](=[CH:7][CH:8]=[CH:9][CH:10]=2)[C:5]([C:12]([OH:14])=[O:13])=[CH:4]1.Cl[CH2:16][O:17][C:18](=[O:23])[C:19]([CH3:22])([CH3:21])[CH3:20].O>CN(C)C=O>[CH3:20][C:19]([CH3:22])([CH3:21])[C:18]([O:17][CH2:16][N:3]1[C:11]2[C:6](=[CH:7][CH:8]=[CH:9][CH:10]=2)[C:5]([C:12]([OH:14])=[O:13])=[CH:4]1)=[O:23] |f:0.1|. Reported procedure: Sodium hydride (218 mg) was added to a solution of 1H-indole-3-carboxylic acid (400 mg) in N,N-dimethylformamide (4 ml) with ice cooling, and the mixture was stirred for 30 minutes. Chloromethyl2,2-dimethylpropionate (373 mg) was added thereto, and the mixture was warmed to room temperature and stirred for 2 hours. Water was added thereto, and the aqueous phase was washed with ether. The aqueous phase was acidified by 2 N hydrochloric acid and extracted with ether. The organic phase was washed w...